The task is: describe an organic reaction: reactants, conditions, products, and yield. This data is from the Open Reaction Database (ORD), a public repository of structured organic reaction records. Starting materials: C(CCl)Cl (EDC), C(C)(C)(C)OC(NC=1COC[C@@](N1)(C(F)F)C1=C(C=CC(=C1)N)F)=O ([(R)-5-(5-Amino-2-fluoro-phenyl)-5-difluoromethyl-5,6-dihydro-2H-[1,4]oxazin-3-yl]-carbamic acid tert-butyl ester), C(#N)C=1C=CC(=NC1)C(=O)O (5-cyano-pyridine-2-carboxylic acid), C1=CC=C2C(=C1)N=NN2O.O (HOBt hydrate), ice. Run in O (water), CN(C)C=O (DMF), CCOC(=O)C (EtOAc). Run at time 2 hour. Yields the product C(C)(C)(C)OC(NC=1COC[C@@](N1)(C(F)F)C1=C(C=CC(=C1)NC(=O)C1=NC=C(C=C1)C#N)F)=O (((R)-5-{5-[(5-Cyano-pyridine-2-carbonyl)-amino]-2-fluoro-phenyl}-5-difluoromethyl-5,6-dihydro-2H-[1,4]oxazin-3-yl)-carbamic acid tert-butyl ester). Reaction SMILES: [C:1]([O:5][C:6](=[O:25])[NH:7][C:8]1[CH2:9][O:10][CH2:11][C@:12]([C:17]2[CH:22]=[C:21]([NH2:23])[CH:20]=[CH:19][C:18]=2[F:24])([CH:14]([F:16])[F:15])[N:13]=1)([CH3:4])([CH3:3])[CH3:2].[C:26]([C:28]1[CH:29]=[CH:30][C:31]([C:34](O)=[O:35])=[N:32][CH:33]=1)#[N:27].C1C=C2N=NN(O)C2=CC=1.O.C(Cl)CCl>CN(C=O)C.CCOC(C)=O.O>[C:1]([O:5][C:6](=[O:25])[NH:7][C:8]1[CH2:9][O:10][CH2:11][C@:12]([C:17]2[CH:22]=[C:21]([NH:23][C:34]([C:31]3[CH:30]=[CH:29][C:28]([C:26]#[N:27])=[CH:33][N:32]=3)=[O:35])[CH:20]=[CH:19][C:18]=2[F:24])([CH:14]([F:16])[F:15])[N:13]=1)([CH3:4])([CH3:2])[CH3:3] |f:2.3|. Procedure: [(R)-5-(5-Amino-2-fluoro-phenyl)-5-difluoromethyl-5,6-dihydro-2H-[1,4]oxazin-3-yl]-carbamic acid tert-butyl ester (35 g, 97.4 mmol), 5-cyano-pyridine-2-carboxylic acid (15.87 g, 107.14 mmol) and HOBt hydrate (22.35 g, 146.1 mmol) were dissolved in 185 ml DMF and stirred with ice cooling. When the temperature had reached 0-5° C. EDC (22.33 ml, 126.62 mmol) was added dropwise. The mixture was stirred for 2 h. The ice bath was taken away and stirring was continued for 2 h. The mixture was taken up ... Starting materials: C(=O)(OC)CCCCCCCCCCCCCCCNC1=CC=C(C(=O)O)C=C1 (4-(15-carbomethoxypentadecylamino)benzoic acid), CN(P(=O)(N(C)C)N(C)C)C (hexamethylphosphoramide), [OH-].[Na+] (sodium hydroxide), ICC(CO)O (3-iodo-1,2-propanediol). Run in O (water), CCOCC (ether). The product is C(=O)(OC)CCCCCCCCCCCCCCCNC1=CC=C(C(=O)OCC(CO)O)C=C1 (2,3-dihydroxypropyl 4-(15-carbomethoxypentadecylamino)benzoate). Reaction SMILES: [C:1]([CH2:5][CH2:6][CH2:7][CH2:8][CH2:9][CH2:10][CH2:11][CH2:12][CH2:13][CH2:14][CH2:15][CH2:16][CH2:17][CH2:18][CH2:19][NH:20][C:21]1[CH:29]=[CH:28][C:24]([C:25]([OH:27])=[O:26])=[CH:23][CH:22]=1)([O:3][CH3:4])=[O:2].[OH-].[Na+].I[CH2:33][CH:34]([OH:37])[CH2:35][OH:36].CN(C)P(N(C)C)(N(C)C)=O>O.CCOCC>[C:1]([CH2:5][CH2:6][CH2:7][CH2:8][CH2:9][CH2:10][CH2:11][CH2:12][CH2:13][CH2:14][CH2:15][CH2:16][CH2:17][CH2:18][CH2:19][NH:20][C:21]1[CH:22]=[CH:23][C:24]([C:25]([O:27][CH2:33][CH:34]([OH:37])[CH2:35][OH:36])=[O:26])=[CH:28][CH:29]=1)([O:3][CH3:4])=[O:2] |f:1.2|. Procedure details: A solution of 7.34 g. of 4-(15-carbomethoxypentadecylamino)benzoic acid, 4.80 g. of 25% aqueous sodium hydroxide, and 12.6 g. of 3-iodo-1,2-propanediol in 50 ml. of hexamethylphosphoramide is stirred for 24 hours at ambient temperature, diluted with 100 ml. of ether and stirred for 5 days at ambient temperature. The mixture is treated with water and extracted with ether. The dried extracts are evaporated to yield 2,3-dihydroxypropyl 4-(15-carbomethoxypentadecylamino)benzoate. RXN SMILES: C([O:3][C:4]([C:6]12[CH2:23][CH:22]1[CH:21]=[CH:20][CH2:19][CH2:18][CH2:17][CH2:16][N:15]([CH3:24])[C:14](=[O:25])[CH:13]1[CH:9]([CH2:10][CH:11]([O:26][C:27]3[CH:32]=[C:31]([C:33]4[CH:38]=[CH:37][CH:36]=[CH:35][CH:34]=4)[N:30]=[C:29]([C:39]4[CH:44]=[CH:43][CH:42]=[CH:41][CH:40]=4)[N:28]=3)[CH2:12]1)[C:8](=[O:45])[NH:7]2)=[O:5])C.[Li+].[OH-]>C1COCC1.CO>[C:39]1([C:29]2[N:28]=[C:27]([O:26][CH:11]3[CH2:10][CH:9]4[CH:13]([C:14](=[O:25])[N:15]([CH3:24])[CH2:16][CH2:17][CH2:18][CH2:19][CH:20]=[CH:21][CH:22]5[C:6]([C:4]([OH:5])=[O:3])([NH:7][C:8]4=[O:45])[CH2:23]5)[CH2:12]3)[CH:32]=[C:31]([C:33]3[CH:38]=[CH:37][CH:36]=[CH:35][CH:34]=3)[N:30]=2)[CH:40]=[CH:41][CH:42]=[CH:43][CH:44]=1 |f:1.2,3.4|. Solvent: C1CCOC1.CO (THF MeOH). Isolated yield 76.7%. Starting materials: C(C)OC(=O)C12NC(C3CC(CC3C(N(CCCCC=CC2C1)C)=O)OC1=NC(=NC(=C1)C1=CC=CC=C1)C1=CC=CC=C1)=O (17-(2,6-Diphenyl-pyrimidin-4-yloxy)-13-methyl-2,14-dioxo-3,13-diaza-tricyclo[13.3.0.0*4,6*]octadec-7-ene-4-carboxylic acid ethyl ester), solution, [Li+].[OH-] (LiOH). Reported procedure: A solution of the ethyl ester 17e (0.67 g, 1.1 mmol) in THF/MeOH 1:1 (30 ml) was treated with a 1M solution of LiOH (15 ml) as described in Example 13 step d which gave the title compound, (0.49 g, 76%), (M+H)+581. Product: C1(=CC=CC=C1)C1=NC(=CC(=N1)OC1CC2C(N(CCCCC=CC3CC3(NC(C2C1)=O)C(=O)O)C)=O)C1=CC=CC=C1 (17-(2,6-Diphenyl-pyrimidin-4-yloxy)-13-methyl-2,14-dioxo-3,13-diazatricyclo-[13.3.0.0*4,6*]octadec-7-ene-4-carboxylic acid). The reactants are COc1cc2nccc(Oc3ccc(N)cc3)c2cc1OC, COc1ccc(N=C=O)cc1, Cc1ccccc1. Yields the product COc1ccc(NC(=O)Nc2ccc(Oc3ccnc4cc(OC)c(OC)cc34)cc2)cc1. As a reaction SMILES: [CH3:1][O:2][c:3]1[cH:4][c:5]2[c:6]([O:15][c:16]3[cH:17][cH:18][c:19]([NH2:22])[cH:20][cH:21]3)[cH:7][cH:8][n:9][c:10]2[cH:11][c:12]1[O:13][CH3:14].[CH3:23][O:24][c:25]1[cH:26][cH:27][c:28]([N:31]=[C:32]=[O:33])[cH:29][cH:30]1.[CH3:34][c:35]1[cH:36][cH:37][cH:38][cH:39][cH:40]1>>[CH3:1][O:2][c:3]1[cH:4][c:5]2[c:6]([O:15][c:16]3[cH:17][cH:18][c:19]([NH:22][C:32]([NH:31][c:28]4[cH:27][cH:26][c:25]([O:24][CH3:23])[cH:30][cH:29]4)=[O:33])[cH:20][cH:21]3)[cH:7][cH:8][n:9][c:10]2[cH:11][c:12]1[O:13][CH3:14]. Starting materials: CN1CCCC1=O, Nc1ccccc1, O=C(Oc1ccccc1)c1cc2cccc(O)c2cc1O. The product is O=C(Nc1ccccc1)c1cc2cccc(O)c2cc1O. As a reaction SMILES: [CH3:29][N:30]1[CH2:31][CH2:32][CH2:33][C:34]1=[O:35].[NH2:22][c:23]1[cH:24][cH:25][cH:26][cH:27][cH:28]1.[OH:1][c:2]1[cH:3][c:4]2[c:5]([OH:21])[cH:6][cH:7][cH:8][c:9]2[cH:10][c:11]1[C:12]([O:14][c:13]1[cH:15][cH:16][cH:17][cH:18][cH:19]1)=[O:20]>>[OH:1][c:2]1[cH:3][c:4]2[c:5]([OH:21])[cH:6][cH:7][cH:8][c:9]2[cH:10][c:11]1[C:12](=[O:14])[NH:22][c:23]1[cH:24][cH:25][cH:26][cH:27][cH:28]1. Starting materials: O.O.[Sn](Cl)Cl (tin (II) chloride dihydrate), Cl (HCl), N(=O)[O-].[Na+] (sodium nitrite), Cl (hydrochloric acid), FC(OC1=C(C=CC=C1)N)(F)F (2-trifluoromethoxy-phenylamine), Cl (hydrochloric acid). Solvent: O (water), O (water). Run at time 20 minute. The product is Cl.FC(OC1=C(C=CC=C1)NN)(F)F ((2-Trifluoromethoxy-phenyl)-hydrazine Hydrochloride). RXN SMILES: Cl.[F:2][C:3]([F:13])([F:12])[O:4][C:5]1[CH:10]=[CH:9][CH:8]=[CH:7][C:6]=1[NH2:11].[N:14]([O-])=O.[Na+].O.O.[Sn](Cl)[Cl:21]>O>[ClH:21].[F:2][C:3]([F:12])([F:13])[O:4][C:5]1[CH:10]=[CH:9][CH:8]=[CH:7][C:6]=1[NH:11][NH2:14] |f:2.3,4.5.6,8.9|. Procedure: To a stirred solution of hydrochloric acid (37%, 1.6 L) at 0° C. is added 2-trifluoromethoxy-phenylamine (200 g, 113 mmol) followed by water (160 mL) and additional hydrochloric acid (160 mL). The mixture is warmed to room temperature, is stirred for 20 minutes, and is cooled to −5° C. A solution of sodium nitrite (82 g, 1.19 mmol) in water (400 mL) is added dropwise keeping the internal temperature below 0° C. The mixture is cooled to −5° C. and a solution of tin (II) chloride dihydrate (1020 g... The reactants are CC(C)(C)N, CO, CCCN(CCC)C(=O)COC1Cc2cccc(OCC3CO3)c2CC1OCC(=O)N(CCC)CCC. Yields the product CCCN(CCC)C(=O)COC1Cc2cccc(OCC(O)CNC(C)(C)C)c2CC1OCC(=O)N(CCC)CCC. Reaction SMILES: [C:38]([CH3:39])([CH3:40])([CH3:41])[NH2:42].[CH3:43][OH:44].[O:1]1[CH:2]([CH2:4][O:5][c:6]2[c:7]3[c:12]([cH:13][cH:14][cH:15]2)[CH2:11][CH:10]([O:16][CH2:17][C:18](=[O:19])[N:20]([CH2:21][CH2:22][CH3:23])[CH2:24][CH2:25][CH3:26])[CH:9]([O:27][CH2:28][C:29](=[O:30])[N:31]([CH2:32][CH2:33][CH3:34])[CH2:35][CH2:36][CH3:37])[CH2:8]3)[CH2:3]1>>[OH:1][CH:2]([CH2:3][NH:42][C:38]([CH3:39])([CH3:40])[CH3:41])[CH2:4][O:5][c:6]1[c:7]2[c:12]([cH:13][cH:14][cH:15]1)[CH2:11][CH:10]([O:16][CH2:17][C:18](=[O:19])[N:20]([CH2:21][CH2:22][CH3:23])[CH2:24][CH2:25][CH3:26])[CH:9]([O:27][CH2:28][C:29](=[O:30])[N:31]([CH2:32][CH2:33][CH3:34])[CH2:35][CH2:36][CH3:37])[CH2:8]2. RXN SMILES: [C:1]([C:3]1[C:4]([S:9]CCC(OC)=O)=[N:5][CH:6]=[CH:7][N:8]=1)#[N:2].[OH-].[Na+].[H][H]>O1CCCC1>[SH:9][C:4]1[C:3]([C:1]#[N:2])=[N:8][CH:7]=[CH:6][N:5]=1 |f:1.2|. The reactants are C(#N)C=1C(=NC=CN1)SCCC(=O)OC (methyl 3-(3-cyanopyrazin-2-ylthio)propanoate), [OH-].[Na+] (sodium hydroxide), [H][H] (hydrogen). Solvent: O1CCCC1 (tetrahydrofuran). Procedure: To a solution of methyl 3-(3-cyanopyrazin-2-ylthio)propanoate (1.56 g, 6.96 mmol) in anhydrous tetrahydrofuran at room temperature was added 60% sodium hydroxide suspension (0.34 g, 8.4 mmol). Vigorous hydrogen evolution was observed. After 1 h at room temperature there appeared to be no reaction, the reaction temperature was raised to 50° C. for 6 h, whereupon the starting material was consumed by TLC. The reaction was quenched by the addition ice, followed by 5% aqueous citric acid. The mixtur... The product is SC=1C(=NC=CN1)C#N (3-mercaptopyrazine-2-carbonitrile). Run at temperature 50 celsius, time 1 hour. Isolated yield 115.2%. Reactants: BrC[C@@H]1O[C@@H](CC1)C1=CC(=CC=C1)C(F)(F)F (cis-2-(bromomethyl)-5-[3-(trifluoromethyl)phenyl]tetrahydrofuran), NCCO (2-aminoethanol). Yields the product FC(C=1C=C(C=CC1)[C@@H]1CC[C@@H](O1)CNCCO)(F)F (2-[({cis-5-[3-(Trifluoromethyl)phenyl]tetrahydrofuran-2-yl}methyl)amino]ethanol). Reaction SMILES: Br[CH2:2][C@H:3]1[CH2:7][CH2:6][C@@H:5]([C:8]2[CH:13]=[CH:12][CH:11]=[C:10]([C:14]([F:17])([F:16])[F:15])[CH:9]=2)[O:4]1.[NH2:18][CH2:19][CH2:20][OH:21]>>[F:15][C:14]([F:17])([F:16])[C:10]1[CH:9]=[C:8]([C@H:5]2[O:4][C@@H:3]([CH2:2][NH:18][CH2:19][CH2:20][OH:21])[CH2:7][CH2:6]2)[CH:13]=[CH:12][CH:11]=1. Reported procedure: 2-[({cis-5-[3-(Trifluoromethyl)phenyl]tetrahydrofuran-2-yl}methyl)amino]ethanol was prepared via reaction of cis-2-(bromomethyl)-5-[3-(trifluoromethyl)phenyl]tetrahydrofuran (see H. Ebel et al., PCT Int. Appl., 2010070032, Jun. 24, 2010) with 2-aminoethanol. Yields the product CCc1cc(=O)n(-c2cc(C(=O)OC(C)C)c(Cl)cc2F)c(=O)n1C. RXN SMILES: [CH3:25][O:26][S:27]([O:28][CH3:29])(=[O:30])=[O:31].[CH:32]([OH:33])([CH3:34])[CH3:35].[Cl:1][c:2]1[c:3]([C:4](=[O:5])[O:6][CH:7]([CH3:8])[CH3:9])[cH:10][c:11](-[n:15]2[c:16](=[O:24])[nH:17][c:18]([CH2:22][CH3:23])[cH:19][c:20]2=[O:21])[c:12]([F:14])[cH:13]1>>[Cl:1][c:2]1[c:3]([C:4](=[O:5])[O:6][CH:7]([CH3:8])[CH3:9])[cH:10][c:11](-[n:15]2[c:16](=[O:24])[n:17]([CH3:25])[c:18]([CH2:22][CH3:23])[cH:19][c:20]2=[O:21])[c:12]([F:14])[cH:13]1. Reactants: COS(=O)(=O)OC, CC(C)O, CCc1cc(=O)n(-c2cc(C(=O)OC(C)C)c(Cl)cc2F)c(=O)[nH]1.